The task is: describe an organic reaction: reactants, conditions, products, and yield. This data is from the Open Reaction Database (ORD), a public repository of structured organic reaction records. Starting materials: ClC1=CC(=NC=C1)C=1SC=CC1 (4-chloro-2-thiophen-2-yl-pyridine), CN1CCNCC1 (1-methylpiperazine), CC(C)O (2-propanol). Reagents/catalysts: Cl (HCl). The solvent is O (water). Reaction conditions: temperature 180 celsius. The product is CN1CCN(CC1)C1=CC(=NC=C1)C=1SC=CC1 (1-Methyl-4-(2-thiophen-2-yl-pyridin-4-yl)-piperazine). RXN SMILES: Cl[C:2]1[CH:7]=[CH:6][N:5]=[C:4]([C:8]2[S:9][CH:10]=[CH:11][CH:12]=2)[CH:3]=1.[CH3:13][N:14]1[CH2:19][CH2:18][NH:17][CH2:16][CH2:15]1.CC(O)C>Cl.O>[CH3:13][N:14]1[CH2:19][CH2:18][N:17]([C:2]2[CH:7]=[CH:6][N:5]=[C:4]([C:8]3[S:9][CH:10]=[CH:11][CH:12]=3)[CH:3]=2)[CH2:16][CH2:15]1. Procedure: To a microwave tube was added 4-chloro-2-thiophen-2-yl-pyridine (98 mg, 0.5 mmol), 1-methylpiperazine (200 mg, 1 mmol), 2-propanol (1.0 mL) and concentrated HCl (1 drop). The resulting mixture was heated at 180° C. for 40 min using a Personal Chemistry Smith Synthesizer. The resulting mixture was poured into water and extracted with CH2Cl2. The organic layer was dried and concentrated to yield a reside. The residue was purified by preparative TLC (CH2Cl2/MeOH) to yield the title compound as a so... The reactants are O=C([O-])[O-], CCO, Fc1cc(Br)ccc1I, Fc1ccccc1, [Na+], [Na+], OB(O)c1ccccc1. The product is Fc1cc(Br)ccc1-c1ccccc1. As a reaction SMILES: [C:26](=[O:27])([O-:28])[O-:29].[CH3:32][CH2:33][OH:34].[F:10][c:11]1[c:12]([I:18])[cH:13][cH:14][c:15]([Br:17])[cH:16]1.[F:19][c:20]1[cH:21][cH:22][cH:23][cH:24][cH:25]1.[Na+:30].[Na+:31].[OH:1][B:2]([OH:3])[c:4]1[cH:5][cH:6][cH:7][cH:8][cH:9]1>>[c:4]1(-[c:12]2[c:11]([F:10])[cH:16][c:15]([Br:17])[cH:14][cH:13]2)[cH:5][cH:6][cH:7][cH:8][cH:9]1. The reactants are NC1=NC=2C3=C(C=CC2C=N1)C(=NN3C)C(=O)OCC (ethyl 8-amino-1-methyl-1H-pyrazolo[4,3-h]quinazoline-3-carboxylate), C(C)N=C=O (ethylisocyanate), [H-].[Na+] (sodium hydride), oil. The solvent is same solvent, CN(C=O)C (dimethylformamide). Run at time 5 minute. Product: C(C)NC(=O)NC1=NC=2C3=C(C=CC2C=N1)C(=NN3C)C(=O)OCC (Ethyl 8-{[(ethylamino)carbonyl]amino}-1-methyl-1H-pyrazolo[4,3-h]quinazoline-3-carboxylate). Isolated yield 50.5%. Reaction SMILES: [H-].[Na+].[NH2:3][C:4]1[N:13]=[CH:12][C:11]2[CH:10]=[CH:9][C:8]3[C:14]([C:18]([O:20][CH2:21][CH3:22])=[O:19])=[N:15][N:16]([CH3:17])[C:7]=3[C:6]=2[N:5]=1.[CH2:23]([N:25]=[C:26]=[O:27])[CH3:24]>CN(C)C=O>[CH2:23]([NH:25][C:26]([NH:3][C:4]1[N:13]=[CH:12][C:11]2[CH:10]=[CH:9][C:8]3[C:14]([C:18]([O:20][CH2:21][CH3:22])=[O:19])=[N:15][N:16]([CH3:17])[C:7]=3[C:6]=2[N:5]=1)=[O:27])[CH3:24] |f:0.1|. Procedure: To a suspension of 18 mg (0.44 mmol) of sodium hydride 60% in mineral oil (0.37 mmol) in dry dimethylformamide, a solution of 100 mg of ethyl 8-amino-1-methyl-1H-pyrazolo[4,3-h]quinazoline-3-carboxylate (0.37 mmol) in 5 mL of the same solvent was added dropwise at 0° C. under stirring. After 5 minutes, 0.070 mL (0.88 mmol) of ethylisocyanate were added to the mixture and the reaction allowed to come to room temperature. After 8 hours the solvent was evaporated under reduced pressure, the residue... Starting materials: Cl.Cl.Cl.C1(=CC=CC=C1)C1=NC2=CC(=CC=C2C=C1)C=1N=C(N2C1C(=NC=C2)N)C2CCNCC2 (1-(2-Phenyl-quinolin-7-yl)-3-piperidin-4-yl-imidazo[1,5-a]pyrazin-8-ylamine-tris HCl salt), C(C)(=O)OC(C)=O (Acetic anhydride). Run in C(C)N(CC)CC (triethylamine), CN(C)C=O (DMF). Run at time 1 hour. The product is NC=1C=2N(C=CN1)C(=NC2C2=CC=C1C=CC(=NC1=C2)C2=CC=CC=C2)C2CCN(CC2)C(C)=O (1-{4-[8-amino-1-(2-phenylquinolin-7-yl)imidazo[1,5-a]pyrazin-3-yl]piperidin-1-yl}ethanone). As a reaction SMILES: Cl.Cl.Cl.[C:4]1([C:10]2[CH:19]=[CH:18][C:17]3[C:12](=[CH:13][C:14]([C:20]4[N:21]=[C:22]([CH:30]5[CH2:35][CH2:34][NH:33][CH2:32][CH2:31]5)[N:23]5[CH:28]=[CH:27][N:26]=[C:25]([NH2:29])[C:24]=45)=[CH:15][CH:16]=3)[N:11]=2)[CH:9]=[CH:8][CH:7]=[CH:6][CH:5]=1.[C:36](OC(=O)C)(=[O:38])[CH3:37]>C(N(CC)CC)C.CN(C=O)C>[NH2:29][C:25]1[C:24]2[N:23]([C:22]([CH:30]3[CH2:35][CH2:34][N:33]([C:36](=[O:38])[CH3:37])[CH2:32][CH2:31]3)=[N:21][C:20]=2[C:14]2[CH:13]=[C:12]3[C:17]([CH:18]=[CH:19][C:10]([C:4]4[CH:5]=[CH:6][CH:7]=[CH:8][CH:9]=4)=[N:11]3)=[CH:16][CH:15]=2)[CH:28]=[CH:27][N:26]=1 |f:0.1.2.3|. Procedure: 1-(2-Phenyl-quinolin-7-yl)-3-piperidin-4-yl-imidazo[1,5-a]pyrazin-8-ylamine-tris HCl salt (59.0 mg, 0.1 mmol) was dissolved in triethylamine (1.0 mL) and DMF (0.5 mL). Acetic anhydride (12.0 μL, 0.1 mmol) was added and the reaction was stirred for 1 h. The reaction was concentrated in vacuo and purified by silica gel chromatography (Jones Flashmaster, 2 g/12 mL cartridge, eluting with 2% 7N NH3 in methanol/CH2Cl2). The sample was further purified using MDPS to yield 1-{4-[8-amino-1-(2-phenylquin...